This data is from the Open Reaction Database (ORD), a public repository of structured organic reaction records. The task is: describe an organic reaction: reactants, conditions, products, and yield Reactants: N1C2=C(NC(C1=O)=O)SC=C2 (Thieno[2,3-b]pyrazine-2,3(1H,4H)-dione), [N+](=O)(O)[O-] (nitric acid). Solvent: C(C)(=O)OC(C)=O (acetic anhydride). Product: [N+](=O)([O-])C1=CC2=C(NC(C(N2)=O)=O)S1 (6-Nitrothieno(2,3-b)pyrazine-2,3(1H,4H)-dione). The yield is 25.6%. RXN SMILES: [NH:1]1[C:6](=[O:7])[C:5](=[O:8])[NH:4][C:3]2[S:9][CH:10]=[CH:11][C:2]1=2.[N+:12]([O-])([OH:14])=[O:13]>C(OC(=O)C)(=O)C>[N+:12]([C:10]1[S:9][C:3]2[NH:4][C:5](=[O:8])[C:6](=[O:7])[NH:1][C:2]=2[CH:11]=1)([O-:14])=[O:13]. Reported procedure: Thieno[2,3-b]pyrazine-2,3(1H,4H)-dione (1.00 g, 5.95 mmol) was reacted with fuming nitric acid (0.374 ml, 8.9 mmol) in acetic anhydride following the procedure outlined in example 4 (Method F). The crude product (655 mg) was recrystallized from acetic acid to afford 325 mg (26%) of the title compound. M.p.>300° C. 1H-NMR (DMSO-d6, δ): 7.58 (s, 1H), 12.1 (s, 1H), 12.62 (s, 1H). Starting materials: O=C([O-])[O-], CCCCc1nc(C)[nH]c(=O)c1Cc1ccc(-c2ccccc2C#N)cc1, CN(C)C=O, CCOC(C)=O, O=C(c1ccc(CCl)cc1)N1CCOCC1, [K+], [K+]. Product: CCCCc1nc(C)n(Cc2ccc(C(=O)N3CCOCC3)cc2)c(=O)c1Cc1ccc(-c2ccccc2C#N)cc1. RXN SMILES: [C:28](=[O:29])([O-:30])[O-:31].[CH2:1]([CH2:2][CH2:3][CH3:4])[c:5]1[n:6][c:7]([CH3:27])[nH:8][c:9](=[O:26])[c:10]1[CH2:11][c:12]1[cH:13][cH:14][c:15](-[c:18]2[c:19]([C:24]#[N:25])[cH:20][cH:21][cH:22][cH:23]2)[cH:16][cH:17]1.[CH3:50][N:51]([CH3:52])[CH:53]=[O:54].[CH3:55][CH2:56][O:57][C:58](=[O:59])[CH3:60].[Cl:34][CH2:35][c:36]1[cH:37][cH:38][c:39]([C:40](=[O:41])[N:42]2[CH2:43][CH2:44][O:45][CH2:46][CH2:47]2)[cH:48][cH:49]1.[K+:32].[K+:33]>>[CH2:1]([CH2:2][CH2:3][CH3:4])[c:5]1[n:6][c:7]([CH3:27])[n:8]([CH2:35][c:36]2[cH:37][cH:38][c:39]([C:40](=[O:41])[N:42]3[CH2:43][CH2:44][O:45][CH2:46][CH2:47]3)[cH:48][cH:49]2)[c:9](=[O:26])[c:10]1[CH2:11][c:12]1[cH:13][cH:14][c:15](-[c:18]2[c:19]([C:24]#[N:25])[cH:20][cH:21][cH:22][cH:23]2)[cH:16][cH:17]1. Reaction SMILES: [CH:9]1([Mg+:14])[CH2:10][CH2:11][CH2:12][CH2:13]1.[Cl-:15].[Cl-:8].[Cl:17][CH2:18][Cl:19].[NH4+:16].[O:20]=[Mn:21]=[O:22].[OH:1][N:2]1[CH2:3][CH2:4][O:5][CH2:6][CH2:7]1>>[OH:1][N:2]1[CH2:3][CH2:4][O:5][CH2:6][CH:7]1[CH:9]1[CH2:10][CH2:11][CH2:12][CH2:13]1. The reactants are [Mg+]C1CCCC1, [Cl-], [Cl-], ClCCl, [NH4+], O=[Mn]=O, ON1CCOCC1. Product: ON1CCOCC1C1CCCC1. Starting materials: Cl.ClC(C1=C(C(=CC=C1)C)C=1C=C2C=C(C(=NC2=CC1)N)N1CCOCC1)C1=CC=CC=C1 (6-(2-(chloro(phenyl)methyl)-6-methylphenyl)-3-morpholinoquinolin-2-amine hydrochloride), N1C=NC=C1 (imidazole). The solvent is C(C)#N (ACN). Reaction conditions: time 1 hour. Yields the product N1(C=NC=C1)C(C1=C(C(=CC=C1)C)C=1C=C2C=C(C(=NC2=CC1)N)N1CCOCC1)C1=CC=CC=C1 (6-(2-((1H-imidazol-1-yl)(phenyl)methyl)-6-methylphenyl)-3-morpholinoquinolin-2-amine). As a reaction SMILES: Cl.Cl[CH:3]([C:28]1[CH:33]=[CH:32][CH:31]=[CH:30][CH:29]=1)[C:4]1[CH:9]=[CH:8][CH:7]=[C:6]([CH3:10])[C:5]=1[C:11]1[CH:12]=[C:13]2[C:18](=[CH:19][CH:20]=1)[N:17]=[C:16]([NH2:21])[C:15]([N:22]1[CH2:27][CH2:26][O:25][CH2:24][CH2:23]1)=[CH:14]2.[NH:34]1[CH:38]=[CH:37][N:36]=[CH:35]1>C(#N)C>[N:34]1([CH:3]([C:28]2[CH:33]=[CH:32][CH:31]=[CH:30][CH:29]=2)[C:4]2[CH:9]=[CH:8][CH:7]=[C:6]([CH3:10])[C:5]=2[C:11]2[CH:12]=[C:13]3[C:18](=[CH:19][CH:20]=2)[N:17]=[C:16]([NH2:21])[C:15]([N:22]2[CH2:27][CH2:26][O:25][CH2:24][CH2:23]2)=[CH:14]3)[CH:38]=[CH:37][N:36]=[CH:35]1 |f:0.1|. Reported procedure: In a small, sealed Smith synthesizer vial, 6-(2-(chloro(phenyl)methyl)-6-methylphenyl)-3-morpholinoquinolin-2-amine hydrochloride (0.030 g, 0.062 mmol) and imidazole (0.021 g, 0.312 mmol) were treated with ACN (0.416 mL). The solution was stirred at ambient temperature for 1 h. The reaction mixture was warmed to 100° C. for 1 h and then allowed to cool to ambient temperature. The mixture was purified by HPLC (1-70% acetonitrile/H2O, TFA modifier). A single clean fraction was treated with NH4OH a... Starting materials: COc1cc2nc(-c3cccc([N+](=O)[O-])c3)[nH]c(=O)c2cc1OC, CSCCC(N)C(=O)O, CS(=O)(=O)O, [Na+], O=C([O-])O, O. The product is COc1cc2nc(-c3cccc([N+](=O)[O-])c3)[nH]c(=O)c2cc1O. As a reaction SMILES: [CH3:1][O:2][c:3]1[cH:4][c:5]2[c:6](=[O:24])[nH:7][c:8](-[c:15]3[cH:16][c:17]([N+:21](=[O:22])[O-:23])[cH:18][cH:19][cH:20]3)[n:9][c:10]2[cH:11][c:12]1[O:13][CH3:14].[CH3:25][S:26][CH2:27][CH2:28][CH:29]([C:30](=[O:31])[OH:32])[NH2:33].[CH3:40][S:41](=[O:42])(=[O:43])[OH:44].[Na+:39].[O-:35][C:36]([OH:37])=[O:38].[OH2:34]>>[OH:2][c:3]1[cH:4][c:5]2[c:6](=[O:24])[nH:7][c:8](-[c:15]3[cH:16][c:17]([N+:21](=[O:22])[O-:23])[cH:18][cH:19][cH:20]3)[n:9][c:10]2[cH:11][c:12]1[O:13][CH3:14]. The reactants are C1C[C@@H](C2=NC(=NN2C1)N)C3=CC=C(C=C3)F, C1=CC(=CC=C1CC#N)Br. Reagents/catalysts: C(=O)([O-])[O-].[Cs+].[Cs+], C1CCC(CC1)P(C2CCCCC2)C3=CC=CC=C3C4=CC=CC=C4. The solvent is C1COCCO1. Run at temperature 120 celsius. Yields the product C1CC(C2=NC(=NN2C1)NC3=CC=C(C=C3)CC#N)C4=CC=C(C=C4)F. Yield: 42.1%. Procedure details: 8-(4-fluorophenyl)-5,6,7,8-tetrahydro-[1,2,4]triazolo[1,5-a]pyridin-2-amine (98 mg, 0.42 mmol), 2-(4-bromophenyl)acetonitrile (83 mg, 0.42 mmol), Cesium carbonate (206 mg, 0.63 mmol), Palladium(II) acetate (9.47 mg, 0.04 mmol) and 2-(Dicyclohexylphosphino)biphenyl (14.79 mg, 0.04 mmol) were added to a 2-5 mL microwave vial. The vial was capped and flushed with nitrogen. dioxane (2 mL) was added and the vial was flushed with additional nitrogen before it was heated by microwave irradiation at 120... The reactants are ClC=1C2=C(N=CN1)SC1=C2CCC(C1)C(=O)OCC ((RS)-ethyl 4-chloro-5,6,7,8-tetrahydro[1]benzothieno[2,3-d]pyrimidine-7-carboxylate), NC1=CC2=C(NC(S2)=O)C=C1OC (6-amino-5-methoxy-1,3-benzothiazol-2(3H)-one). The product is COC=1C(=CC2=C(NC(S2)=O)C1)NC=1C2=C(N=CN1)SC1=C2CCC(C1)C(=O)OCC ((RS)-Ethyl 4-[(5-methoxy-2-oxo-2,3-dihydro-1,3-benzothiazol-6-yl)amino]-5,6,7,8-tetrahydro[1]benzothieno[2,3-d]pyrimidine-7-carboxylate). Reaction SMILES: Cl[C:2]1[C:3]2[C:10]3[CH2:11][CH2:12][CH:13]([C:15]([O:17][CH2:18][CH3:19])=[O:16])[CH2:14][C:9]=3[S:8][C:4]=2[N:5]=[CH:6][N:7]=1.[NH2:20][C:21]1[C:30]([O:31][CH3:32])=[CH:29][C:24]2[NH:25][C:26](=[O:28])[S:27][C:23]=2[CH:22]=1>>[CH3:32][O:31][C:30]1[C:21]([NH:20][C:2]2[C:3]3[C:10]4[CH2:11][CH2:12][CH:13]([C:15]([O:17][CH2:18][CH3:19])=[O:16])[CH2:14][C:9]=4[S:8][C:4]=3[N:5]=[CH:6][N:7]=2)=[CH:22][C:23]2[S:27][C:26](=[O:28])[NH:25][C:24]=2[CH:29]=1. Procedure: 130 mg (438 μmol) (RS)-ethyl 4-chloro-5,6,7,8-tetrahydro[1]benzothieno[2,3-d]pyrimidine-7-carboxylate (prepared according to intermediate example 1a) were transformed in analogy to example 1 using 6-amino-5-methoxy-1,3-benzothiazol-2(3H)-one to give after working up and purification 98.1 mg (47%) of the title compound. Starting materials: [N+](=O)([O-])C=1C=C(N)C=CC1 (3-nitroaniline), C(CCC=C)(=O)O (pent-4-enoic acid), C=1C=CC2=C(C1)N=NN2O (HOBt), C(CCl)Cl (EDC). Solvent: C(Cl)Cl (CH2Cl2). Reaction conditions: temperature 0 celsius, time 4 hour. Product: [N+](=O)([O-])C=1C=C(C=CC1)NC(CCC=C)=O (Pent-4-enoic acid (3-nitro-phenyl)-amide). Reaction SMILES: [N+:1]([C:4]1[CH:5]=[C:6]([CH:8]=[CH:9][CH:10]=1)[NH2:7])([O-:3])=[O:2].[C:11](O)(=[O:16])[CH2:12][CH2:13][CH:14]=[CH2:15].C1C=CC2N(O)N=NC=2C=1.C(Cl)CCl>C(Cl)Cl>[N+:1]([C:4]1[CH:5]=[C:6]([NH:7][C:11](=[O:16])[CH2:12][CH2:13][CH:14]=[CH2:15])[CH:8]=[CH:9][CH:10]=1)([O-:3])=[O:2]. Procedure details: To a mixture of 3-nitroaniline (0.433 mmol)) and pent-4-enoic acid (1.30 mmol) in CH2Cl2 (4 mL) at ambient temperature was added HOBt (0.234 g, 1.73 mmol) and EDC (0.332 g, 1.73 mmol). The resulting mixture was stirred for 4 hours. The reaction mixture was cooled to 0° C. and quenched with H2O. The aqueous layer was extracted with CH2Cl2 thrice and the combined organic extracts were washed with saturated NaHCO3 followed by brine, dried over Na2SO4 and concentrated under reduced pressure to give ... Reactants: BrCCOC1=C(C=C(C=C1)[N+](=O)[O-])OC (1-(2-bromoethoxy)-2-methoxy-4-nitrobenzene), CC1CCNCC1 (4-methylpiperidine). Solvent: ClCCl.CO (dichloromethane methanol). The product is COC1=C(OCCN2CCC(CC2)C)C=CC(=C1)[N+](=O)[O-] (1-[2-(2-methoxy-4-nitrophenoxy)ethyl]-4-methylpiperidine). Reaction SMILES: Br[CH2:2][CH2:3][O:4][C:5]1[CH:10]=[CH:9][C:8]([N+:11]([O-:13])=[O:12])=[CH:7][C:6]=1[O:14][CH3:15].[CH3:16][CH:17]1[CH2:22][CH2:21][NH:20][CH2:19][CH2:18]1>ClCCl.CO>[CH3:15][O:14][C:6]1[CH:7]=[C:8]([N+:11]([O-:13])=[O:12])[CH:9]=[CH:10][C:5]=1[O:4][CH2:3][CH2:2][N:20]1[CH2:21][CH2:22][CH:17]([CH3:16])[CH2:18][CH2:19]1 |f:2.3|. Reported procedure: Prepared analogously to Example 1.1 C. from 1-(2-bromoethoxy)-2-methoxy-4-nitrobenzene and 4-methylpiperidine. Yield: 0.7 g (88.2% of theory); C15H22N2O4 (M=294.35); calc.: molecular ion peak (M+H)+: 295; found: molecular ion peak (M+H)+: 295; Rf value: 0.5 (silica gel, dichloromethane/methanol (9:1)).